From a dataset of the Open Reaction Database (ORD), a public repository of structured organic reaction records. describe an organic reaction: reactants, conditions, products, and yield The reactants are CC(=O)O, COc1ccc(C=C(C#N)c2cc(OC)c(OC)c(OC)c2)cc1[N+](=O)[O-], [Zn]. As a reaction SMILES: [CH3:28][C:29](=[O:30])[OH:31].[N+:1]([O-:2])(=[O:3])[c:4]1[cH:5][c:6]([CH:12]=[C:13]([C:14]#[N:15])[c:16]2[cH:17][c:18]([O:26][CH3:27])[c:19]([O:24][CH3:25])[c:20]([O:22][CH3:23])[cH:21]2)[cH:7][cH:8][c:9]1[O:10][CH3:11].[Zn:32]>>[NH2:1][c:4]1[cH:5][c:6]([CH:12]=[C:13]([C:14]#[N:15])[c:16]2[cH:17][c:18]([O:26][CH3:27])[c:19]([O:24][CH3:25])[c:20]([O:22][CH3:23])[cH:21]2)[cH:7][cH:8][c:9]1[O:10][CH3:11]. Product: COc1ccc(C=C(C#N)c2cc(OC)c(OC)c(OC)c2)cc1N.